From a dataset of the Open Reaction Database (ORD), a public repository of structured organic reaction records. describe an organic reaction: reactants, conditions, products, and yield The reactants are C(C1=CC=CC=C1)OC(=O)[C@@H]1N([C@@H](C1)C(N)=O)CC1=CC=CC=C1 (cis-1-benzyl-4-carbamoyl-azetidine-2-carboxylic acid benzyl ester), O (water). Reagents/catalysts: [Pd] (Pd/C). Solvent: CO (methanol). Product: C(N)(=O)[C@@H]1C[C@@H](N1)C(=O)O (cis-4-Carbamoylazetidine-2-carboxylic acid). Isolated yield 96.2%. As a reaction SMILES: C([O:8][C:9]([C@H:11]1[CH2:14][C@@H:13]([C:15](=[O:17])[NH2:16])[N:12]1CC1C=CC=CC=1)=[O:10])C1C=CC=CC=1.O>CO.[Pd]>[C:15]([C@H:13]1[NH:12][C@@H:11]([C:9]([OH:10])=[O:8])[CH2:14]1)(=[O:17])[NH2:16]. Procedure details: 53 mg (163 μmol) of cis-1-benzyl-4-carbamoyl-azetidine-2-carboxylic acid benzyl ester (II) in 10 ml of methanol are hydrogenated in a Parr shaker over 18 mg of 10% Pd/C under a hydrogen pressure of 3.3 atm for 3 hours. 10 ml of water is added, the mixture filtered through a fluted filter, and the catalyst washed with several portions of methanol. Evaporation and drying in vacuo (0.1 torr, 4 hours) affords 22.6 mg (96%) of a colorless glass. 1H NMR (D2O): δ5.00 (t, 1H, J=9), 4.75 (t, 1H, J=9), 3.... Reactants: N#N (N2), [H-].[Al+3].[Li+].[H-].[H-].[H-] (lithium aluminum hydride), N#N (N2), COC=1C=C(C=CC1OC)CCC(=O)OC (Methyl 3-(3,4-dimethoxyphenyl)propionate), [H-].[H-].[H-].[H-].[Li+].[Al+3] (LAH), [NH4+].[Cl-] (NH4Cl). The solvent is C1CCOC1 (THF), C1CCOC1 (THF). Run at time 8 hour. The product is COC=1C=C(C=CC1OC)CCCO (3-(3,4-Dimethoxyphenyl)-1-propanol). Isolated yield 13.9%. Reaction SMILES: N#N.[H-].[Al+3].[Li+].[H-].[H-].[H-].[CH3:9][O:10][C:11]1[CH:12]=[C:13]([CH2:19][CH2:20][C:21](OC)=[O:22])[CH:14]=[CH:15][C:16]=1[O:17][CH3:18].[NH4+].[Cl-]>C1COCC1>[CH3:9][O:10][C:11]1[CH:12]=[C:13]([CH2:19][CH2:20][CH2:21][OH:22])[CH:14]=[CH:15][C:16]=1[O:17][CH3:18] |f:1.2.3.4.5.6,8.9|. Procedure: To a 5 1, 3-neck flask, fitted with a condenser, mechanical stirrer and septum inlet, was added by needle/N2 pressure a solution of lithium aluminum hydride in THF (1M, 912 cc). Methyl 3-(3,4-dimethoxyphenyl)propionate (213 g, 0.95 mole) was dissolved in dry THF (total volume 900 cc and the resulting solution was added dropwise over a period of 5 hours using needle/N2 pressure to the stirred LAH solution at a rate to maintain gentle reflux under a continuous N2 atmosphere. The reaction mixture w... The reactants are ethyl 3-methylpiperidine-3-carboxylate, HCl, C([O-])([O-])=O.[Cs+].[Cs+] (cesium carbonate), CC(C)O (2-propanol), O1C(C1)C1=CC=C(C=C1)C1=NOC(=N1)C1=C(C(=NO1)C1=CC=CC=C1)C(F)(F)F (3-(4-(oxiran-2-yl)phenyl)-5-(3-phenyl-4-(trifluoromethyl)isoxazol-5-yl)-1,2,4-oxadiazole), 28C. The solvent is CS(=O)C (DMSO). Conditions: temperature 80 celsius, time 15 minute. Yields the product OC(CN1CC(CCC1)(C(=O)O)C)C1=CC=C(C=C1)C1=NOC(=N1)C1=C(C(=NO1)C1=CC=CC=C1)C(F)(F)F (1-(2-hydroxy-2-(4-(5-(3-phenyl-4-(trifluoromethyl)isoxazol-5-yl)-1,2,4-oxadiazol-3-yl)phenyl)ethyl)-3-methylpiperidine-3-carboxylic acid). RXN SMILES: [C:1](=[O:4])([O-])[O-:2].[Cs+].[Cs+].[O:7]1[CH2:9][CH:8]1[C:10]1[CH:15]=[CH:14][C:13]([C:16]2[N:20]=[C:19]([C:21]3[O:25][N:24]=[C:23]([C:26]4[CH:31]=[CH:30][CH:29]=[CH:28][CH:27]=4)[C:22]=3[C:32]([F:35])([F:34])[F:33])[O:18][N:17]=2)=[CH:12][CH:11]=1.[CH3:36][CH:37](O)[CH3:38]>CS(C)=O>[OH:7][CH:8]([C:10]1[CH:11]=[CH:12][C:13]([C:16]2[N:20]=[C:19]([C:21]3[O:25][N:24]=[C:23]([C:26]4[CH:31]=[CH:30][CH:29]=[CH:28][CH:27]=4)[C:22]=3[C:32]([F:34])([F:33])[F:35])[O:18][N:17]=2)=[CH:14][CH:15]=1)[CH2:9][N:17]1[CH2:16][CH2:13][CH2:12][C:37]([CH3:38])([C:1]([OH:2])=[O:4])[CH2:36]1 |f:0.1.2|. Procedure: To a mixture of ethyl 3-methylpiperidine-3-carboxylate, HCl (62.4 mg, 0.301 mmol), and cesium carbonate (98 mg, 0.301 mmol) in 2-propanol (2 mL) and DMSO (1 mL) was added 3-(4-(oxiran-2-yl)phenyl)-5-(3-phenyl-4-(trifluoromethyl)isoxazol-5-yl)-1,2,4-oxadiazole, Preparation 28C (30 mg, 0.075 mmol). The reaction mixture was heated at 80° C. overnight. The reaction mixture was filtered and purified by HPLC. HPLC conditions: PHENOMENEX® Luna 5 micron C18 column (30×100 mm); 10% MeOH/water (0.1% TFA)/... Starting materials: ClC=1C=C(C=CC1F)NC1=NC=NC2=CC(=C(C=C12)OCC1CC1)OCCBr (4-[(3-chloro-4-fluorophenyl)amino]-6-cyclopropylmethoxy-7-(2-bromoethoxy)-quinazoline), [I-].[Na+] (sodium iodide), CNC1CC(OC1)=O (4-methylamino-dihydro-furan-2-one), C([O-])([O-])=O.[K+].[K+] (potassium carbonate). The solvent is C(C)#N (acetonitrile). Product: ClC=1C=C(C=CC1F)NC1=NC=NC2=CC(=C(C=C12)OCC1CC1)OCCN(C)C1CC(OC1)=O (4-[(3-Chloro-4-fluorophenyl)amino]-6-cyclopropylmethoxy-7-{2-[N-(2-oxo-tetrahydrofuran-4-yl)-N-methyl-amino]-ethoxy}-quinazoline). Reaction SMILES: [Cl:1][C:2]1[CH:3]=[C:4]([NH:9][C:10]2[C:19]3[C:14](=[CH:15][C:16]([O:25][CH2:26][CH2:27]Br)=[C:17]([O:20][CH2:21][CH:22]4[CH2:24][CH2:23]4)[CH:18]=3)[N:13]=[CH:12][N:11]=2)[CH:5]=[CH:6][C:7]=1[F:8].[CH3:29][NH:30][CH:31]1[CH2:35][O:34][C:33](=[O:36])[CH2:32]1.C(=O)([O-])[O-].[K+].[K+].[I-].[Na+]>C(#N)C>[Cl:1][C:2]1[CH:3]=[C:4]([NH:9][C:10]2[C:19]3[C:14](=[CH:15][C:16]([O:25][CH2:26][CH2:27][N:30]([CH:31]4[CH2:35][O:34][C:33](=[O:36])[CH2:32]4)[CH3:29])=[C:17]([O:20][CH2:21][CH:22]4[CH2:24][CH2:23]4)[CH:18]=3)[N:13]=[CH:12][N:11]=2)[CH:5]=[CH:6][C:7]=1[F:8] |f:2.3.4,5.6|. Reported procedure: 300 mg of 4-[(3-chloro-4-fluorophenyl)amino]-6-cyclopropylmethoxy-7-(2-bromoethoxy)-quinazoline and 400 mg of 4-methylamino-dihydro-furan-2-one in 20 ml acetonitrile are combined with 240 mg of potassium carbonate and 70 mg of sodium iodide and refluxed for 24 hours. After cooling to ambient temperature the reaction mixture is filtered and the filtrate is evaporated down in vacuo. The flask residue is chromatographed over a silica gel column with methylene chloride/methanol/concentrated aqueous ... Reactants: FC1=CC=C(C=C1)C(C(C(=O)OCC)CC1=NC(=CC=C1)OC(C(F)F)(F)F)O (ethyl (2RS,3RS)-3-(4-fluorophenyl)-3-hydroxy-2-{[6-(1,1,2,2-tetrafluoroethoxy)pyridin-2-yl]methyl}propanoate), [OH-].[Na+] (sodium hydroxide), C(O)([O-])=O.[Na+] (sodium hydrogen carbonate), Cl (hydrochloric acid). The solvent is CO (methanol). Conditions: time 8 hour. The product is FC1=CC=C(C=C1)C(C(C(=O)O)CC1=NC(=CC=C1)OC(C(F)F)(F)F)O ((2RS,3RS)-3-(4-fluorophenyl)-3-hydroxy-2-{[6-(1,1,2,2-tetrafluoroethoxy)pyridin-2-yl]methyl}propanoic acid). Reaction SMILES: [F:1][C:2]1[CH:7]=[CH:6][C:5]([CH:8]([OH:29])[CH:9]([CH2:15][C:16]2[CH:21]=[CH:20][CH:19]=[C:18]([O:22][C:23]([F:28])([F:27])[CH:24]([F:26])[F:25])[N:17]=2)[C:10]([O:12]CC)=[O:11])=[CH:4][CH:3]=1.[OH-].[Na+].Cl.C(=O)([O-])O.[Na+]>CO>[F:1][C:2]1[CH:7]=[CH:6][C:5]([CH:8]([OH:29])[CH:9]([CH2:15][C:16]2[CH:21]=[CH:20][CH:19]=[C:18]([O:22][C:23]([F:27])([F:28])[CH:24]([F:25])[F:26])[N:17]=2)[C:10]([OH:12])=[O:11])=[CH:4][CH:3]=1 |f:1.2,4.5|. Procedure: To a solution of ethyl (2RS,3RS)-3-(4-fluorophenyl)-3-hydroxy-2-{[6-(1,1,2,2-tetrafluoroethoxy)pyridin-2-yl]methyl}propanoate (1.28 g, 3.05 mmol) in methanol (6 ml) was added 2N aqueous sodium hydroxide solution (3.05 ml, 6.1 mmol), and the mixture was stirred overnight at room temperature. The reaction solution was acidified with 1N hydrochloric acid, saturated aqueous sodium hydrogen carbonate was added and the mixture was extracted with ethyl acetate (50 ml×2). The extract was washed with wat... Starting materials: COC1c2cc(C(C)(C)C)cc(Br)c2CC1C, C1CO1, C1CCOC1, [Li]CCCC, O. The product is COC1c2cc(C(C)(C)C)cc(CCO)c2CC1C. As a reaction SMILES: [Br:1][c:2]1[c:3]2[c:7]([cH:8][c:9]([C:11]([CH3:12])([CH3:13])[CH3:14])[cH:10]1)[CH:6]([O:15][CH3:16])[CH:5]([CH3:17])[CH2:4]2.[CH2:23]1[CH2:24][O:25]1.[CH2:27]1[O:28][CH2:29][CH2:30][CH2:31]1.[CH3:18][CH2:19][CH2:20][CH2:21][Li:22].[OH2:26]>>[c:2]1([CH2:23][CH2:24][OH:25])[c:3]2[c:7]([cH:8][c:9]([C:11]([CH3:12])([CH3:13])[CH3:14])[cH:10]1)[CH:6]([O:15][CH3:16])[CH:5]([CH3:17])[CH2:4]2.